From a dataset of the Open Reaction Database (ORD), a public repository of structured organic reaction records. describe an organic reaction: reactants, conditions, products, and yield Starting materials: CCN(C(C)C)C(C)C, O=C(O)c1ccc(CCc2cc(-c3ccc(OC(F)(F)F)cc3)ccc2-c2cccc(Cl)c2)cc1, CN(C)C=O, Nc1nnn[nH]1. The product is O=C(Nc1nnn[nH]1)c1ccc(CCc2cc(-c3ccc(OC(F)(F)F)cc3)ccc2-c2cccc(Cl)c2)cc1. RXN SMILES: [CH:36]([N:37]([CH2:38][CH3:39])[CH:40]([CH3:41])[CH3:42])([CH3:43])[CH3:44].[Cl:1][c:2]1[cH:3][c:4](-[c:8]2[c:9]([CH2:25][CH2:26][c:27]3[cH:28][cH:29][c:30]([C:31](=[O:32])[OH:33])[cH:34][cH:35]3)[cH:10][c:11](-[c:14]3[cH:15][cH:16][c:17]([O:20][C:21]([F:22])([F:23])[F:24])[cH:18][cH:19]3)[cH:12][cH:13]2)[cH:5][cH:6][cH:7]1.[O:51]=[CH:52][N:53]([CH3:54])[CH3:55].[nH:45]1[n:46][n:47][n:48][c:49]1[NH2:50]>>[Cl:1][c:2]1[cH:3][c:4](-[c:8]2[c:9]([CH2:25][CH2:26][c:27]3[cH:28][cH:29][c:30]([C:31](=[O:32])[NH:50][c:49]4[n:45][n:46][n:47][nH:48]4)[cH:34][cH:35]3)[cH:10][c:11](-[c:14]3[cH:15][cH:16][c:17]([O:20][C:21]([F:22])([F:23])[F:24])[cH:18][cH:19]3)[cH:12][cH:13]2)[cH:5][cH:6][cH:7]1.